This data is from the Open Reaction Database (ORD), a public repository of structured organic reaction records. The task is: describe an organic reaction: reactants, conditions, products, and yield Starting materials: ClCCC1=C(N=C2N(C1=O)CCCC2O)C (3-(2-chloroethyl)-9-hydroxy-2-methyl-6,7,8,9-tetrahydro-4H-pyrido-[1,2-a]-pyrimidin-4-one), Cl.FC1=CC2=C(C(=NO2)C2CCNCC2)C=C1 (6-fluoro-3-(4-piperidinyl)-1,2-benzisoxazole hydrochloride), C([O-])([O-])=O.[K+].[K+] (potassium carbonate). Reagents/catalysts: [BH4-].[Na+] (sodium borohydride), [I-].[K+] (potassium iodide). The solvent is C(C)#N (acetonitrile). Run at time 5 minute. Product: CC1=C(C(=O)N2CCCC(C2=N1)O)CCN3CCC(CC3)C=4C=5C=CC(=CC5ON4)F (paliperidone). Yield: 86.0%. As a reaction SMILES: Cl[CH2:2][CH2:3][C:4]1[C:9](=[O:10])[N:8]2[CH2:11][CH2:12][CH2:13][CH:14]([OH:15])[C:7]2=[N:6][C:5]=1[CH3:16].Cl.[F:18][C:19]1[CH:33]=[CH:32][C:22]2[C:23]([CH:26]3[CH2:31][CH2:30][NH:29][CH2:28][CH2:27]3)=[N:24][O:25][C:21]=2[CH:20]=1.C(=O)([O-])[O-].[K+].[K+]>[I-].[K+].[BH4-].[Na+].C(#N)C>[CH3:16][C:5]1[N:6]=[C:7]2[N:8]([CH2:11][CH2:12][CH2:13][CH:14]2[OH:15])[C:9](=[O:10])[C:4]=1[CH2:3][CH2:2][N:29]1[CH2:28][CH2:27][CH:26]([C:23]2[C:22]3[CH:32]=[CH:33][C:19]([F:18])=[CH:20][C:21]=3[O:25][N:24]=2)[CH2:31][CH2:30]1 |f:1.2,3.4.5,6.7,8.9|. Procedure: 300 ml of acetonitrile was charged followed by 20.0 g of 3-(2-chloroethyl)-9-hydroxy-2-methyl-6,7,8,9-tetrahydro-4H-pyrido-[1,2-a]-pyrimidin-4-one and 21.0 g of 6-fluoro-3-(4-piperidinyl)-1,2-benzisoxazole hydrochloride at room temperature. The reaction mass was stirred at room temperature for 5 minutes and 20.0 g of potassium carbonate and 0.7 g of potassium iodide were charged. Further, 0.2 g of sodium borohydride was charged and the temperature was raised to 65±2° C. The reaction mass was mai... Reactants: CN1C(=O)C2C(C2C)C1=O (N, 3-dimethylcyclopropane-1,2-dicarboximide), Cl (hydrochloride), [OH-].[Na+] (sodium hydroxide), [H-].COCCO[Al+]OCCOC.[Na+].[H-] (sodium bis(2-methoxyethoxy)aluminum hydride). Solvent: C1=CC=CC=C1 (benzene). Yields the product Cl.CN1CC2(C(C2C1)C)C1=CC=CC=C1 (3,6-Dimethyl-1-phenyl-3-azabicyclo[3.1.0]hexane hydrochloride). As a reaction SMILES: [CH3:1][N:2]1[C:9](=O)[CH:6]2[CH:7]([CH3:8])[CH:5]2[C:3]1=O.[H-].COCCO[Al+]O[CH2:19][CH2:20]OC.[Na+].[H-].[OH-].[Na+].[ClH:27]>C1C=CC=CC=1>[ClH:27].[CH3:1][N:2]1[CH2:9][CH:6]2[C:5]([C:20]3[CH:19]=[CH:7][CH:6]=[CH:5][CH:3]=3)([CH:7]2[CH3:8])[CH2:3]1 |f:1.2.3.4,5.6,9.10|. Procedure details: To a stirred solution of N, 3-dimethylcyclopropane-1,2-dicarboximide (U.S. Pat. No. 3,166,571, Ex. 2) in benzene is added sodium bis(2-methoxyethoxy)aluminum hydride (70% benzene solution) for several minutes. This solution is stirred at ambient temperature for several hours, refluxed for one hour, and then cooled and combined with sodium hydroxide and worked-up and converted to the hydrochloride as described in Example 11 to give the title product. Starting materials: solution, [O-]I(=O)(=O)=O.[Na+] (sodium (meta)periodate), BrC=1C=C(C=CC1C)S (3-bromo-4-methyl-benzenethiol), [H-].[Na+] (sodium hydride), ICCC (1-iodopropane). Solvent: O (water), O (water), CCOC(=O)C (EtOAc), CN(C)C=O (DMF). Conditions: time 15 minute. The product is BrC1=C(C=CC(=C1)S(=O)CCC)C (2-bromo-1-methyl-4-(propylsulfinyl)benzene). RXN SMILES: [Br:1][C:2]1[CH:3]=[C:4]([SH:9])[CH:5]=[CH:6][C:7]=1[CH3:8].[H-].[Na+].I[CH2:13][CH2:14][CH3:15].[O-:16]I(=O)(=O)=O.[Na+]>CN(C=O)C.O.CCOC(C)=O>[Br:1][C:2]1[CH:3]=[C:4]([S:9]([CH2:13][CH2:14][CH3:15])=[O:16])[CH:5]=[CH:6][C:7]=1[CH3:8] |f:1.2,4.5|. Procedure: A solution of 3-bromo-4-methyl-benzenethiol (1.27 g; 6.25 mmol) in anhydrous DMF (12.5 ml) was treated with sodium hydride (300 mg; 7.5 mmol). Then reaction mixture was stirred at RT for 15 minutes, then the treated with 1-iodopropane (0.73 ml; 7.5 mmol). The reaction was stirred for 24 hours, before being quenched by dropwise addition of water. EtOAc was added and the layers separated. The organic layer was washed with brine, dried on MgSO4, filtered and concentrated under reduced pressure. The... Reactants: COC(C1=CC=C(C=C1)O)=O (4-hydroxy-benzoic acid methyl ester), BrCCCCCN1C(C2=CC=CC=C2C1=O)=O (2-(5-bromo-pentyl)-isoindole-1,3-dione), C(=O)([O-])[O-].[K+].[K+] (K2CO3). Run in CC(=O)C (acetone). Yields the product COC(C1=CC=C(C=C1)OCCCCCN1C(C2=CC=CC=C2C1=O)=O)=O (4-[5-(1,3-Dioxo-1,3-dihydro-isoindol-2-yl)-pentyloxy]-benzoic acid methyl ester). Isolated yield 82.5%. Reaction SMILES: [CH3:1][O:2][C:3](=[O:11])[C:4]1[CH:9]=[CH:8][C:7]([OH:10])=[CH:6][CH:5]=1.Br[CH2:13][CH2:14][CH2:15][CH2:16][CH2:17][N:18]1[C:26](=[O:27])[C:25]2[C:20](=[CH:21][CH:22]=[CH:23][CH:24]=2)[C:19]1=[O:28].C([O-])([O-])=O.[K+].[K+]>CC(C)=O>[CH3:1][O:2][C:3](=[O:11])[C:4]1[CH:9]=[CH:8][C:7]([O:10][CH2:13][CH2:14][CH2:15][CH2:16][CH2:17][N:18]2[C:19](=[O:28])[C:20]3[C:25](=[CH:24][CH:23]=[CH:22][CH:21]=3)[C:26]2=[O:27])=[CH:6][CH:5]=1 |f:2.3.4|. Reported procedure: A mixture of 4-hydroxy-benzoic acid methyl ester (3.01 g, 19.8 mmol), 2-(5-bromo-pentyl)-isoindole-1,3-dione (3.9 g, 13.2 mmol), and K2CO3 (1.82 g, 13.2 mmol) in acetone (150 mL) was heated to reflux for 24 hrs. The reaction mixture was cooled to rt and the solvents were removed in vacuo. The crude was diluted in EtOAc and washed with 1N NaOH and brine. The organic layer was dried over sodium sulfate. The solvents were removed in vacuo. The crude was recrystallized from EtOAc to afford the title... Starting materials: CCOC(=O)C(C)C(=O)c1ccco1, CC[O-], CCO, [Na+]. Product: CCOC(=O)C(C)(C)C(=O)c1ccco1. As a reaction SMILES: [CH2:1]([CH3:2])[O:3][C:4]([CH:5]([C:6](=[O:7])[c:8]1[o:9][cH:10][cH:11][cH:12]1)[CH3:13])=[O:14].[CH3:16][CH2:17][O-:18].[CH3:19][CH2:20][OH:21].[Na+:15]>>[CH2:1]([CH3:2])[O:3][C:4]([C:5]([C:6](=[O:7])[c:8]1[o:9][cH:10][cH:11][cH:12]1)([CH3:13])[CH3:16])=[O:14]. Reactants: CN(C)C=O (DMF), C1(=CC=CC=C1)[C@H](CC(=O)O)C ((S)-3-phenylbutyric acid), acid chloride, C(C(=O)Cl)(=O)Cl (oxalyl chloride). Reagents/catalysts: [Rh] (Rh/C). Run in C1(=CC=CC=C1)C (toluene), CO (MeOH). Product: C1(CCCCC1)[C@H](CC(=O)Cl)C ((S)-3-Cyclohexylbutyroyl Chloride). RXN SMILES: [C:1]1([C@@H:7]([CH3:12])[CH2:8][C:9](O)=[O:10])[CH:6]=[CH:5][CH:4]=[CH:3][CH:2]=1.C(Cl)(=O)C([Cl:16])=O.CN(C=O)C>CO.C1(C)C=CC=CC=1.[Rh]>[CH:1]1([C@@H:7]([CH3:12])[CH2:8][C:9]([Cl:16])=[O:10])[CH2:6][CH2:5][CH2:4][CH2:3][CH2:2]1. Reported procedure: (S)-3-phenylbutyric acid was hydrogenated using Rh/C in MeOH at 60 psi and 60° C. for 3.2 hours. The reduced product was then converted to the title acid chloride by treating with 1 eq of oxalyl chloride, and a catalytic amount of DMF, in toluene for 90 minutes, followed by evaporation of the volatile materials. Starting materials: Cl (HCl), O1CCOCC1 (dioxane), OC1(CCN(CCC1)C(=O)OC(C)(C)C)C1=CC=C(C=C1)OC (tert-butyl 4-hydroxy-4-(4-methoxyphenyl)azepane-1-carboxylate). Conditions: time 3 hour. Yields the product Cl.COC1=CC=C(C=C1)C=1CCCNCC1 (5-(4-methoxyphenyl)-2,3,4,7-tetrahydro-1H-azepine hydrochloride). Reaction SMILES: [ClH:1].O1CCOCC1.O[C:9]1([C:23]2[CH:28]=[CH:27][C:26]([O:29][CH3:30])=[CH:25][CH:24]=2)[CH2:15][CH2:14][CH2:13][N:12](C(OC(C)(C)C)=O)[CH2:11][CH2:10]1>>[ClH:1].[CH3:30][O:29][C:26]1[CH:25]=[CH:24][C:23]([C:9]2[CH2:15][CH2:14][CH2:13][NH:12][CH2:11][CH:10]=2)=[CH:28][CH:27]=1 |f:3.4|. Reported procedure: A mixture of HCl in dioxane (10 mL, 40 mmol) and tert-butyl 4-hydroxy-4-(4-methoxyphenyl)azepane-1-carboxylate (0.68 g, 2.1 mmol) was stirred at room temperature for 3 h. The reaction mixture was concentrated and washed with diethyl ether and dried over sodium sulfate to yield 0.36 g 5-(4-methoxyphenyl)-2,3,4,7-tetrahydro-1H-azepine hydrochloride. LCMS: R.T. 0.61 min. LCMS (ES-API), m/z 204.0 (M+H). The reactants are solid, C(=O)([O-])[O-].[Na+].[Na+] (Na2CO3), O1CCCC=C1 (dihydropyrane), O1CCCC=C1 (dihydropyrane), S1C(SCC1)CCC1C2(OCC(CO2)(C)C)CCC1\C=C\C(CCCCC)O (1-[7-[(1,3-dithia-2-cyclopentyl)-ethyl]-3,3-dimethyl-1,5-dioxaspiro[5,4]-dec-8-yl]-trans-1-octene-3-ol), C1(=CC=C(C=C1)S(=O)(=O)O)C (p-toluenesulfonic acid). Solvent: CCOCC (ether), CCOCC (ether). Reaction conditions: time 4 hour. Yields the product S1C(SCC1)CCC1C2(OCC(CO2)(C)C)CCC1\C=C\C(CCCCC)O.O1C(CCCC1)OC1OCCCC1 (1-[7-[(1,3-Dithia-2-cyclopentyl)-ethyl]-3,3-dimethyl-1,5-dioxaspiro-[5,4]-dec-8-yl]-trans-1-octene-3-ol tetrahydropyranyl ether). As a reaction SMILES: [S:1]1[CH2:5][CH2:4][S:3][CH:2]1[CH2:6][CH2:7][CH:8]1[CH:19](/[CH:20]=[CH:21]/[CH:22]([OH:28])[CH2:23][CH2:24][CH2:25][CH2:26][CH3:27])[CH2:18][CH2:17][C:9]21[O:14][CH2:13][C:12]([CH3:16])([CH3:15])[CH2:11][O:10]2.C1(C)C=CC(S(O)(=O)=O)=CC=1.[O:40]1[CH:45]=[CH:44][CH2:43][CH2:42][CH2:41]1.C([O-])([O-])=O.[Na+].[Na+]>CCOCC>[S:1]1[CH2:5][CH2:4][S:3][CH:2]1[CH2:6][CH2:7][CH:8]1[CH:19](/[CH:20]=[CH:21]/[CH:22]([OH:28])[CH2:23][CH2:24][CH2:25][CH2:26][CH3:27])[CH2:18][CH2:17][C:9]21[O:14][CH2:13][C:12]([CH3:16])([CH3:15])[CH2:11][O:10]2.[O:40]1[CH2:41][CH2:42][CH2:43][CH2:44][CH:45]1[O:14][CH:9]1[CH2:17][CH2:18][CH2:19][CH2:20][O:10]1 |f:3.4.5,7.8|. Procedure details: 1.1 g (2.5 mmoles of 1-[7-[(1,3-dithia-2-cyclopentyl)-ethyl]-3,3-dimethyl-1,5-dioxaspiro[5,4]-dec-8-yl]-trans-1-octene-3-ol were dissolved in 20 ml of absolute ether, 20 mg of p-toluenesulfonic acid were added, 1.2 ml (13 mmoles) of dihydropyrane in 10 ml of absolute ether were added dropwise and the whole was stirred for 4 hours at room temperature. 0.2 ml of dihydropyrane was again added. The reaction mixture was allowed to stand overnight and was then stirred for 30 minutes with 0.5 g of soli... The reactants are Oc1ccccc1Br, COC(=O)c1ccccc1CBr, O=C([O-])[O-], CCOC(C)=O, CN(C)C=O, CCCCCC, [K+], [K+], O. Yields the product COC(=O)c1ccccc1COc1ccccc1Br. As a reaction SMILES: [Br:13][c:14]1[c:15]([OH:20])[cH:16][cH:17][cH:18][cH:19]1.[Br:1][CH2:2][c:3]1[c:4]([C:9](=[O:10])[O:11][CH3:12])[cH:5][cH:6][cH:7][cH:8]1.[C:21](=[O:22])([O-:23])[O-:24].[C:33]([O:34][CH2:35][CH3:36])(=[O:37])[CH3:38].[CH3:28][N:29]([CH3:30])[CH:31]=[O:32].[CH3:39][CH2:40][CH2:41][CH2:42][CH2:43][CH3:44].[K+:25].[K+:26].[OH2:27]>>[CH2:2]([c:3]1[c:4]([C:9](=[O:10])[O:11][CH3:12])[cH:5][cH:6][cH:7][cH:8]1)[O:20][c:15]1[c:14]([Br:13])[cH:19][cH:18][cH:17][cH:16]1.